From a dataset of the Open Reaction Database (ORD), a public repository of structured organic reaction records. describe an organic reaction: reactants, conditions, products, and yield Starting materials: CCCNC(=O)Nc1ccc(Oc2ncnc3cc(OC)c(OCCCBr)cc23)cc1Cl, O=C([O-])[O-], CN1CCNCC1, CN(C)C=O, [K+], [K+]. Yields the product CCCNC(=O)Nc1ccc(Oc2ncnc3cc(OC)c(OCCCN4CCN(C)CC4)cc23)cc1Cl. RXN SMILES: [Br:1][CH2:2][CH2:3][CH2:4][O:5][c:6]1[cH:7][c:8]2[c:9]([O:18][c:19]3[cH:20][c:21]([Cl:32])[c:22]([NH:25][C:26](=[O:27])[NH:28][CH2:29][CH2:30][CH3:31])[cH:23][cH:24]3)[n:10][cH:11][n:12][c:13]2[cH:14][c:15]1[O:16][CH3:17].[C:33](=[O:34])([O-:35])[O-:36].[CH3:39][N:40]1[CH2:41][CH2:42][NH:43][CH2:44][CH2:45]1.[CH3:46][N:47]([CH3:48])[CH:49]=[O:50].[K+:37].[K+:38]>>[CH2:2]([CH2:3][CH2:4][O:5][c:6]1[cH:7][c:8]2[c:9]([O:18][c:19]3[cH:20][c:21]([Cl:32])[c:22]([NH:25][C:26](=[O:27])[NH:28][CH2:29][CH2:30][CH3:31])[cH:23][cH:24]3)[n:10][cH:11][n:12][c:13]2[cH:14][c:15]1[O:16][CH3:17])[N:43]1[CH2:42][CH2:41][N:40]([CH3:39])[CH2:45][CH2:44]1. The reactants are FS(=O)(=O)CCN(C1=CC(=CC=C1)C)CC (N-(2-Fluorosulfonylethyl)-N-ethyl-m-toluidine), [OH-].[K+] (potassium hydroxide). Run in O (water). Product: [K]C(CN(C1=CC(=CC=C1)C)CC)S(=O)(=O)O (N-(2-Potassiosulfoethyl)-N-ethyl-m-toluidine). Reaction SMILES: F[S:2]([CH2:5][CH2:6][N:7]([CH2:15][CH3:16])[C:8]1[CH:13]=[CH:12][CH:11]=[C:10]([CH3:14])[CH:9]=1)(=[O:4])=[O:3].[OH-:17].[K+:18]>O>[K:18][CH:5]([S:2]([OH:17])(=[O:4])=[O:3])[CH2:6][N:7]([CH2:15][CH3:16])[C:8]1[CH:13]=[CH:12][CH:11]=[C:10]([CH3:14])[CH:9]=1 |f:1.2|. Procedure: N-(2-Fluorosulfonylethyl)-N-ethyl-m-toluidine (24.5 g, 0.1 m) is stirred in water (200 ml) and potassium hydroxide (10 g) for 1-3 hours at room temperature or until thin-layer chromatography shows the reaction to be complete. The product is not isolated but is used as an aqueous solution in the coupling reaction. The reactants are O1C=C(C=C1)C1=C(C=O)C=CC=N1 (2-(furan-3-yl)nicotinaldehyde), Cl (hydrochloride), C(C)(C)(C)OC(N(C=1SC=CN1)S(=O)(=O)C1=CC(=C(C=C1)F)F)=O (tert-butyl((3,4-difluorophenyl)sulfonyl)(thiazol-2-yl)carbamate), C(CCC)[Li] (n-butyllithium). Run in O1CCCC1 (tetrahydrofuran), O (water), C(C)(=O)OCC (Ethyl acetate), O1CCCC1 (tetrahydrofuran). Conditions: temperature -78 celsius, time 30 minute. Yields the product FC=1C=C(C=CC1C(O)C=1C(=NC=CC1)C1=COC=C1)S(=O)(=O)NC=1SC=CN1 (3-fluoro-4-((2-(furan-3-yl)pyridin-3-yl)(hydroxy)methyl)-N-(thiazol-2-yl)benzenesulfonamide). Yield: 12.5%. RXN SMILES: C(OC(=O)[N:7]([S:13]([C:16]1[CH:21]=[CH:20][C:19](F)=[C:18]([F:23])[CH:17]=1)(=[O:15])=[O:14])[C:8]1[S:9][CH:10]=[CH:11][N:12]=1)(C)(C)C.C([Li])CCC.[O:30]1[CH:34]=[CH:33][C:32]([C:35]2[N:42]=[CH:41][CH:40]=[CH:39][C:36]=2[CH:37]=[O:38])=[CH:31]1.Cl>O1CCCC1.O.C(OCC)(=O)C>[F:23][C:18]1[CH:17]=[C:16]([S:13]([NH:7][C:8]2[S:9][CH:10]=[CH:11][N:12]=2)(=[O:14])=[O:15])[CH:21]=[CH:20][C:19]=1[CH:37]([C:36]1[C:35]([C:32]2[CH:33]=[CH:34][O:30][CH:31]=2)=[N:42][CH:41]=[CH:40][CH:39]=1)[OH:38]. Procedure: 100 mg (0.26 mmol) of tert-butyl((3,4-difluorophenyl)sulfonyl)(thiazol-2-yl)carbamate was dissolved in 5 mL of tetrahydrofuran under nitrogen gas, and cooled to −78° C. After adding 0.25 mL (0.39 mmol) of n-butyllithium (1.6M in tetrahydrofuran) slowly, the mixture was stirred for 30 minutes as maintaining −78° C. 23 mg (0.13 mmol) of 2-(furan-3-yl)nicotinaldehyde was dissolved in 0.5 mL of tetrahydrofuran, and added to the above reacting solution. As warming from −78° C. to room temperature, th...